Dataset: the Open Reaction Database (ORD), a public repository of structured organic reaction records. Task: describe an organic reaction: reactants, conditions, products, and yield Starting materials: Example 1 ( 4 ), C1(CCCCC1)C(OC1=CC=C(C(=O)O)C=C1)C1=C(OC(=C1)C1=C(C=C(C=C1)Cl)Cl)C (4-{cyclohexyl[5-(2,4-dichlorophenyl)-2-methyl-3-furyl]methoxy}benzoic acid), CNCCC(=O)OCC (ethyl 3-(methylamino)propanoate). Product: C1(CCCCC1)C(OC1=CC=C(C(=O)N(CCC(=O)O)C)C=C1)C1=C(OC(=C1)C1=C(C=C(C=C1)Cl)Cl)C (3-[(4-{cyclohexyl[5-(2,4-dichlorophenyl)-2-methyl-3-furyl]methoxy}benzoyl)(methyl)amino]propanoic acid). Isolated yield 98.2%. As a reaction SMILES: [CH:1]1([CH:7]([C:18]2[CH:22]=[C:21]([C:23]3[CH:28]=[CH:27][C:26]([Cl:29])=[CH:25][C:24]=3[Cl:30])[O:20][C:19]=2[CH3:31])[O:8][C:9]2[CH:17]=[CH:16][C:12]([C:13](O)=[O:14])=[CH:11][CH:10]=2)[CH2:6][CH2:5][CH2:4][CH2:3][CH2:2]1.[CH3:32][NH:33][CH2:34][CH2:35][C:36]([O:38]CC)=[O:37]>>[CH:1]1([CH:7]([C:18]2[CH:22]=[C:21]([C:23]3[CH:28]=[CH:27][C:26]([Cl:29])=[CH:25][C:24]=3[Cl:30])[O:20][C:19]=2[CH3:31])[O:8][C:9]2[CH:17]=[CH:16][C:12]([C:13]([N:33]([CH3:32])[CH2:34][CH2:35][C:36]([OH:38])=[O:37])=[O:14])=[CH:11][CH:10]=2)[CH2:6][CH2:5][CH2:4][CH2:3][CH2:2]1. Procedure: An operation similar to that in Example 1 (4) was performed using 4-{cyclohexyl[5-(2,4-dichlorophenyl)-2-methyl-3-furyl]methoxy}benzoic acid (165 mg) as well as ethyl 3-(methylamino)propanoate (56 mg) to give the title compound (192 mg, 98%) as an amorphous compound. Reactants: ClCCl, OCc1cc2c(cn1)CCC2. Yields the product O=Cc1cc2c(cn1)CCC2. Reaction SMILES: [Cl:12][CH2:13][Cl:14].[cH:1]1[n:2][c:3]([CH2:10][OH:11])[cH:4][c:5]2[c:6]1[CH2:7][CH2:8][CH2:9]2>>[cH:1]1[n:2][c:3]([CH:10]=[O:11])[cH:4][c:5]2[c:6]1[CH2:7][CH2:8][CH2:9]2. Reactants: C1(=CC=CC2=CC=CC=C12)C(CC(CC(C(=O)OCC)=O)=O)=O (ethyl 6-(1-naphthalenyl)-2,4,6-trioxohexanoate), Cl (hydrochloric acid). Run in O1CCOCC1 (dioxan). The product is C1(=CC=CC2=CC=CC=C12)C1=CC(C=C(O1)C(=O)O)=O (6-(1-Naphthalenyl)-4-oxo-4H-pyran-2-carboxylic acid). As a reaction SMILES: [C:1]1([C:11](=[O:23])[CH2:12][C:13](=[O:22])[CH2:14][C:15](=O)[C:16]([O:18]CC)=[O:17])[C:10]2[C:5](=[CH:6][CH:7]=[CH:8][CH:9]=2)[CH:4]=[CH:3][CH:2]=1.Cl>O1CCOCC1>[C:1]1([C:11]2[O:23][C:15]([C:16]([OH:18])=[O:17])=[CH:14][C:13](=[O:22])[CH:12]=2)[C:10]2[C:5](=[CH:6][CH:7]=[CH:8][CH:9]=2)[CH:4]=[CH:3][CH:2]=1. Reported procedure: This crude ester was dissolved in dioxan (50 ml) and concentrated hydrochloric acid (50 ml), and the solution was heated under reflux for 11/2 hours then concentrated under vacuum to give a brown solid. The solid was recrystallised from ethanol and from ethanol-water to give the title product (mp 248°-249° C. with decomposition). Reactants: C(=O)(C(F)(F)F)O (TFA), C1(CCCC1)N1C2=C(C3=C1N=C(N=C3)N)C=CN=C2 (9-Cyclopentyl-9H-pyrido[4′,3′:4,5]pyrrolo[2,3-d]pyrimidin-2-amine), ClC1=CC=C(N=N1)N1CCN(CC1)CC(=O)OCC (Ethyl 2-(4-(6-chloropyridazin-3-yl)piperazin-1-yl)acetate). Product: C1(CCCC1)N1C2=C(C3=C1N=C(N=C3)NC3=CC=C(N=N3)N3CCN(CC3)CC(=O)OCC)C=CN=C2 (ethyl (4-(6-((9-cyclopentyl-9 H-pyrido[4′,3′:4,5]pyrrolo[2,3-d]pyrimidin-2-yl)amino)-3-pyridazinyl)-1-piperazinyl)acetate). As a reaction SMILES: C(O)(C(F)(F)F)=O.[CH:8]1([N:13]2[C:17]3[N:18]=[C:19]([NH2:22])[N:20]=[CH:21][C:16]=3[C:15]3[CH:23]=[CH:24][N:25]=[CH:26][C:14]2=3)[CH2:12][CH2:11][CH2:10][CH2:9]1.Cl[C:28]1[N:33]=[N:32][C:31]([N:34]2[CH2:39][CH2:38][N:37]([CH2:40][C:41]([O:43][CH2:44][CH3:45])=[O:42])[CH2:36][CH2:35]2)=[CH:30][CH:29]=1>>[CH:8]1([N:13]2[C:17]3[N:18]=[C:19]([NH:22][C:28]4[N:33]=[N:32][C:31]([N:34]5[CH2:39][CH2:38][N:37]([CH2:40][C:41]([O:43][CH2:44][CH3:45])=[O:42])[CH2:36][CH2:35]5)=[CH:30][CH:29]=4)[N:20]=[CH:21][C:16]=3[C:15]3[CH:23]=[CH:24][N:25]=[CH:26][C:14]2=3)[CH2:9][CH2:10][CH2:11][CH2:12]1. Procedure details: Compound 344 was prepared as a light yellow solid (TFA salt) from compound 4 and compound 345 using chemistry similar to that described in example 200. 1H NMR (500 MHz, CD3OD) δ ppm 9.65 (1 H, s), 9.33 (1 H, s), 8.63-8.68 (2 H, m), 8.15 (1 H, d, J=9.8 Hz), 7.94 (1 H, d, J=9.8 Hz), 5.46 (1 H, qt), 4.33 (2 H, q, J=7.1 Hz), 4.11 (2 H, s), 3.98 (4 H, br. s.), 3.46 (4 H, t, J=5.1 Hz), 2.45-2.59 (2 H, m), 2.13-2.31 (4H, m), 1.84-1.96 (2 H, m), 1.34 (3 H, t, J=7.2 Hz). LCMS-ESI (POS), M/Z, M+1: Found 5... Reactants: NC1=CC=C(C=C1)C=1C(CC(NN1)=O)C (6-(4-aminophenyl)-5-methyl-4,5-dihydro-3(2H)-pyridazinone), C(C1=CC=CC=C1)OC(=O)NC(C=O)(C)C (2-(benzyloxycarbonylamino)-2-methylpropanal). Yields the product 2-a, C(C1=CC=CC=C1)OC(=O)NC(CNC1=CC=C(C=C1)C=1C(CC(NN1)=O)C)(C)C (6-[4-(2-benzyloxycarbonylamino-2-methylpropylamino)phenyl]-5-methyl-4,5-dihydro-3(2H)-pyridazinone). Reaction SMILES: [NH2:1][C:2]1[CH:7]=[CH:6][C:5]([C:8]2[CH:9]([CH3:15])[CH2:10][C:11](=[O:14])[NH:12][N:13]=2)=[CH:4][CH:3]=1.[CH2:16]([O:23][C:24]([NH:26][C:27]([CH3:31])([CH3:30])[CH:28]=O)=[O:25])[C:17]1[CH:22]=[CH:21][CH:20]=[CH:19][CH:18]=1>>[CH2:16]([O:23][C:24]([NH:26][C:27]([CH3:31])([CH3:30])[CH2:28][NH:1][C:2]1[CH:7]=[CH:6][C:5]([C:8]2[CH:9]([CH3:15])[CH2:10][C:11](=[O:14])[NH:12][N:13]=2)=[CH:4][CH:3]=1)=[O:25])[C:17]1[CH:22]=[CH:21][CH:20]=[CH:19][CH:18]=1. Procedure details: By treating 6-(4-aminophenyl)-5-methyl-4,5-dihydro-3(2H)-pyridazinone and 2-(benzyloxycarbonylamino)-2-methylpropanal obtained in 2-a above in the same way as in Example 1, (1-c), 6-[4-(2-benzyloxycarbonylamino-2-methylpropylamino)phenyl]-5-methyl-4,5-dihydro-3(2H)-pyridazinone was obtained. Reactants: BrCc1ccc(Br)cc1, O=C([O-])[O-], CC#N, [K+], [K+], CCOC(=O)c1cc2cc(O)ccc2[nH]1. Yields the product CCOC(=O)c1cc2cc(OCc3ccc(Br)cc3)ccc2[nH]1. Reaction SMILES: [Br:16][c:17]1[cH:18][cH:19][c:20]([CH2:23][Br:24])[cH:21][cH:22]1.[C:25](=[O:26])([O-:27])[O-:28].[CH3:31][C:32]#[N:33].[K+:29].[K+:30].[OH:1][c:2]1[cH:3][c:4]2[cH:5][c:6]([C:11](=[O:12])[O:13][CH2:14][CH3:15])[nH:7][c:8]2[cH:9][cH:10]1>>[O:1]([c:2]1[cH:3][c:4]2[cH:5][c:6]([C:11](=[O:12])[O:13][CH2:14][CH3:15])[nH:7][c:8]2[cH:9][cH:10]1)[CH2:23][c:20]1[cH:19][cH:18][c:17]([Br:16])[cH:22][cH:21]1. RXN SMILES: [C:1]1([C:7]2([C:17]3[CH:22]=[CH:21][CH:20]=[CH:19][CH:18]=3)[C:15]3[CH:14]=[CH:13][N:12]=[CH:11][C:10]=3[C:9](=[O:16])[O:8]2)[CH:6]=[CH:5][CH:4]=[CH:3][CH:2]=1.C1(C2(C3C=CC=CC=3)C3CNCCC=3C(=O)O2)C=CC=CC=1>>[C:17]1([C:7]2([C:1]3[CH:2]=[CH:3][CH:4]=[CH:5][CH:6]=3)[C:15]3[CH2:14][CH2:13][NH:12][CH2:11][C:10]=3[C:9](=[O:16])[O:8]2)[CH:18]=[CH:19][CH:20]=[CH:21][CH:22]=1. Reactants: C1(=CC=CC=C1)C1(OC(C=2C=NC=CC21)=O)C2=CC=CC=C2 (1,1-diphenylfuro[3,4-c]pyridin-3-one), C1(=CC=CC=C1)C1(OC(C2=C1CNCC2)=O)C2=CC=CC=C2 (3,3-diphenyl-4,5,6,7-tetrahydrofuro[3,4-c]pyridin-1(3H)-one), C1(=CC=CC=C1)C1(OC(C2=C1CNCC2)=O)C2=CC=CC=C2 (3,3-diphenyl-4,5,6,7-tetrahydrofuro[3,4-c]pyridin-1(3H)-one). Procedure details: The title compound was synthesized in a manner analogous to R06039-222 except 3-diisopropylamidopyridine was coupled to benzophenone to provide intermediate 1,1-diphenylfuro[3,4-c]pyridin-3-one. 1,1-diphenylfuro[3,4-c]pyridin-3-one was reduced in a manner analogous to 3,3-diphenyl-4,5,6,7-tetrahydrofuro[3,4-c]pyridin-1(3H)-one (compound 2) to afford 1,1-diphenyl-4,5,6,7-tetrahydrofuro[3,4-c]pyridin-3-one. Benzyl isocyanate (0.023 g, 0.17 mmol) was then added to a solution of 1,1-diphenyl-4,5,6,7... Yields the product C1(=CC=CC=C1)C1(OC(C=2CNCCC21)=O)C2=CC=CC=C2 (1,1-diphenyl-4,5,6,7-tetrahydrofuro[3,4-c]pyridin-3-one).